From a dataset of the Open Reaction Database (ORD), a public repository of structured organic reaction records. describe an organic reaction: reactants, conditions, products, and yield Reactants: C(C)NCC (Diethylamine), C(C)(C)(C)OC(C[C@@H](C(=O)N1CCC(CC1)O)NC(=O)OCC1C2=CC=CC=C2C=2C=CC=CC12)=O ((S)-3-(9H-fluoren-9-ylmethoxycarbonyl-amino)-4-(4-hydroxy-piperidin-1-yl)-4-oxo-butyric acid tert-butyl ester). Solvent: CN(C=O)C (dimethyl-formamide). Conditions: time 1 hour. The product is C(C)(C)(C)OC(C[C@@H](C(=O)N1CCC(CC1)O)N)=O ((S)-3-Amino-4-(4-hydroxy-piperidin-1-yl)-4-oxo-butyric acid tert-butyl ester). RXN SMILES: C(NCC)C.[C:6]([O:10][C:11](=[O:41])[CH2:12][C@H:13]([NH:23]C(OCC1C2C=CC=CC=2C2C1=CC=CC=2)=O)[C:14]([N:16]1[CH2:21][CH2:20][CH:19]([OH:22])[CH2:18][CH2:17]1)=[O:15])([CH3:9])([CH3:8])[CH3:7]>CN(C)C=O>[C:6]([O:10][C:11](=[O:41])[CH2:12][C@H:13]([NH2:23])[C:14]([N:16]1[CH2:21][CH2:20][CH:19]([OH:22])[CH2:18][CH2:17]1)=[O:15])([CH3:9])([CH3:7])[CH3:8]. Procedure details: Diethylamine (1.0 mmol) was added to (S)-3-(9H-fluoren-9-ylmethoxycarbonyl-amino)-4-(4-hydroxy-piperidin-1-yl)-4-oxo-butyric acid tert-butyl ester in dimethyl-formamide (5 ml) at 25° C. After 1 hour, the reaction mixture was concentrated, the residue suspended in 1:1 ether/dichloromethane, filtered and concentrated. The residue was purified by chromatography on silica gel eluted with 1-50% ethanol in dichloromethane containing 0.5% ammonium hydroxide. Yield 217 mg, 80%.